This data is from the Open Reaction Database (ORD), a public repository of structured organic reaction records. The task is: describe an organic reaction: reactants, conditions, products, and yield Reactants: C(C)(C)OC(=O)C=1N=CC=2NC3=CC=C(C=C3C2C1CC)N (6-amino-4-ethyl-β-carboline-3-carboxylic acid isopropyl ester), CN=C=S (methyl isothiocyanate), C(C)(C)O (isopropanol). The product is C(C)(C)OC(=O)C=1N=CC=2NC3=CC=C(C=C3C2C1CC)NC(=S)NCC (4-ethyl-6-(3-ethyl-thioureido)-β-carboline-3-carboxylic acid-isopropyl ester). RXN SMILES: [CH:1]([O:4][C:5]([C:7]1[N:8]=[CH:9][C:10]2[NH:11][C:12]3[C:17]([C:18]=2[C:19]=1[CH2:20][CH3:21])=[CH:16][C:15]([NH2:22])=[CH:14][CH:13]=3)=[O:6])([CH3:3])[CH3:2].[CH3:23][N:24]=[C:25]=[S:26].[CH:27](O)(C)C>>[CH:1]([O:4][C:5]([C:7]1[N:8]=[CH:9][C:10]2[NH:11][C:12]3[C:17]([C:18]=2[C:19]=1[CH2:20][CH3:21])=[CH:16][C:15]([NH:22][C:25]([NH:24][CH2:23][CH3:27])=[S:26])=[CH:14][CH:13]=3)=[O:6])([CH3:3])[CH3:2]. Procedure details: 297 mg of 6-amino-4-ethyl-β-carboline-3-carboxylic acid isopropyl ester and 88 mg of methyl isothiocyanate are refluxed for 2 hours in 20 ml of isopropanol. The solvent is distilled off in a vacuum, and the residue is recrystallized from ethyl acetate/ether. 257 mg of 4-ethyl-6-(3-ethyl-thioureido)-β-carboline-3-carboxylic acid-isopropyl ester with a melting point of 234-236° C. is obtained. RXN SMILES: [BH4-:22].[CH3:24][OH:25].[Cl:1][c:2]1[cH:3][cH:4][c:5]([CH2:8][n:9]2[c:10]([CH:19]([CH3:20])[CH3:21])[n:11][c:12]3[c:13]2[C:14](=[O:18])[CH2:15][CH2:16][CH2:17]3)[cH:6][cH:7]1.[Cl:26][CH2:27][Cl:28].[Na+:23]>>[Cl:1][c:2]1[cH:3][cH:4][c:5]([CH2:8][n:9]2[c:10]([CH:19]([CH3:20])[CH3:21])[n:11][c:12]3[c:13]2[CH:14]([OH:18])[CH2:15][CH2:16][CH2:17]3)[cH:6][cH:7]1. The reactants are [BH4-], CO, CC(C)c1nc2c(n1Cc1ccc(Cl)cc1)C(=O)CCC2, ClCCl, [Na+]. Product: CC(C)c1nc2c(n1Cc1ccc(Cl)cc1)C(O)CCC2. Starting materials: NC1CN(CC12CC2)CC2=CC=CC=C2 (7-amino-5-benzyl-5-azaspiro[2.4]heptane), C(C)(C)(C)OC(=O)ON=C(C#N)C1=CC=CC=C1 (2-(tert-butoxycarbonyloxyimino)-2-phenylacetonitrile). The solvent is O1CCCC1 (tetrahydrofuran). Run at time 2 hour. The product is C(C)(C)(C)OC(=O)NC1CN(CC12CC2)CC2=CC=CC=C2 (7-tert-butoxycarbonylamino-5-benzyl-5-azaspiro[2.4]heptane). Yield: 75.3%. As a reaction SMILES: [NH2:1][CH:2]1[C:6]2([CH2:8][CH2:7]2)[CH2:5][N:4]([CH2:9][C:10]2[CH:15]=[CH:14][CH:13]=[CH:12][CH:11]=2)[CH2:3]1.[C:16]([O:20][C:21](ON=C(C1C=CC=CC=1)C#N)=[O:22])([CH3:19])([CH3:18])[CH3:17]>O1CCCC1>[C:16]([O:20][C:21]([NH:1][CH:2]1[C:6]2([CH2:8][CH2:7]2)[CH2:5][N:4]([CH2:9][C:10]2[CH:15]=[CH:14][CH:13]=[CH:12][CH:11]=2)[CH2:3]1)=[O:22])([CH3:19])([CH3:18])[CH3:17]. Procedure details: In 30 ml of tetrahydrofuran was dissolved 800 mg of compound 6 followed by the addition of 1.2 g of 2-(tert-butoxycarbonyloxyimino)-2-phenylacetonitrile (BOC-ON) at room temperature and the mixture was stirred at that temperature for 2 hours. The solvent was then removed under reduced pressure and to the residue was added chloroform. The mixture was extracted with a 10% aqueous citric acid. The citric acid extract was adjusted to pH≥10 with 1N aqueous sodium hydroxide and extracted with chlorofo... The reactants are C(C)OC(CC1=C(N(C2=CC=C(C=C12)OCC=1SC2=C(N1)C=CC=C2)CC2=CC=CC=C2)C)=O (5-(2-Benzothiazolylmethoxy)-1-(phenylmethyl)-2-methyl-1H-indole-3-acetic acid ethyl ester), CO (methanol), [OH-].[Na+] (sodium hydroxide). Solvent: O1CCCC1 (tetrahydrofuran). Conditions: time 30 minute. The product is S1C(=NC2=C1C=CC=C2)COC=2C=C1C(=C(N(C1=CC2)CC2=CC=CC=C2)C)CC(=O)O (5-(2-Benzothiazolylmethoxy)-1-(phenylmethyl)-2-methyl-1H-indole-3-acetic acid). The yield is 85.0%. RXN SMILES: C([O:3][C:4](=[O:34])[CH2:5][C:6]1[C:14]2[C:9](=[CH:10][CH:11]=[C:12]([O:15][CH2:16][C:17]3[S:18][C:19]4[CH:25]=[CH:24][CH:23]=[CH:22][C:20]=4[N:21]=3)[CH:13]=2)[N:8]([CH2:26][C:27]2[CH:32]=[CH:31][CH:30]=[CH:29][CH:28]=2)[C:7]=1[CH3:33])C.CO.[OH-].[Na+]>O1CCCC1>[S:18]1[C:19]2[CH:25]=[CH:24][CH:23]=[CH:22][C:20]=2[N:21]=[C:17]1[CH2:16][O:15][C:12]1[CH:13]=[C:14]2[C:9](=[CH:10][CH:11]=1)[N:8]([CH2:26][C:27]1[CH:32]=[CH:31][CH:30]=[CH:29][CH:28]=1)[C:7]([CH3:33])=[C:6]2[CH2:5][C:4]([OH:34])=[O:3] |f:2.3|. Procedure details: A solution containing the compound of Example 50, (2.5 g, 5.31 mmol), methanol (200 mL), tetrahydrofuran (200 mL) and 1N sodium hydroxide (9.5 mL) is refluxed for 3 hours. Upon cooling, the mixture is concentrated under reduced pressure, diluted with water (200 mL) and acidified with 2 N HCl. After stirring for 30 minutes, the product is filtered and recrystallized from acetonitrile to give the title compound as a white solid in 85% yield, m.p. 186°-188° C. The reactants are NCCCOCCOCCOCCCNCC(NCCCOCCOCCOCCCNC(OC(C)(C)C)=O)=O (tert-butyl 30-amino-15-oxo-4,7,10,21,24,27-hexaoxa-14,17-diazatriacont-1-ylcarbamate), C(C)OC=1C(C(C1OCC)=O)=O (3,4-diethoxy-3-cyclobutene-1,2-dione). Solvent: C(Cl)Cl (CH2Cl2). The product is C(C)OC1=C(C(C1=O)=O)NCCCOCCOCCOCCCNCC(NCCCOCCOCCOCCCNC(OC(C)(C)C)=O)=O (Tert-butyl 30-[(2-ethoxy-3,4-dioxo-1-cyclobuten-1-yl)amino]-15-oxo-4,7,10,21,24,27-hexaoxa-14,17-diazatriacont-1-ylcarbamate). As a reaction SMILES: [NH2:1][CH2:2][CH2:3][CH2:4][O:5][CH2:6][CH2:7][O:8][CH2:9][CH2:10][O:11][CH2:12][CH2:13][CH2:14][NH:15][CH2:16][C:17](=[O:40])[NH:18][CH2:19][CH2:20][CH2:21][O:22][CH2:23][CH2:24][O:25][CH2:26][CH2:27][O:28][CH2:29][CH2:30][CH2:31][NH:32][C:33](=[O:39])[O:34][C:35]([CH3:38])([CH3:37])[CH3:36].[CH2:41]([O:43][C:44]1[C:45](=O)[C:46](=[O:51])[C:47]=1[O:48]CC)[CH3:42]>C(Cl)Cl>[CH2:41]([O:43][C:44]1[C:47](=[O:48])[C:46](=[O:51])[C:45]=1[NH:1][CH2:2][CH2:3][CH2:4][O:5][CH2:6][CH2:7][O:8][CH2:9][CH2:10][O:11][CH2:12][CH2:13][CH2:14][NH:15][CH2:16][C:17](=[O:40])[NH:18][CH2:19][CH2:20][CH2:21][O:22][CH2:23][CH2:24][O:25][CH2:26][CH2:27][O:28][CH2:29][CH2:30][CH2:31][NH:32][C:33](=[O:39])[O:34][C:35]([CH3:36])([CH3:37])[CH3:38])[CH3:42]. Procedure details: 0.25 g of tert-butyl 30-amino-15-oxo-4,7,10,21,24,27-hexaoxa-14,17-diazatriacont-1-ylcarbamate is dissolved in 1.5 ml of CH2Cl2. 57.5 μl of 3,4-diethoxy-3-cyclobutene-1,2-dione are added. Starting materials: [H-].[Al+3].[Li+].[H-].[H-].[H-] (Lithium aluminium hydride), C(C1=CC=CC=C1)OC=1C=C(C=C(C1)F)C(C(=O)OC)(CC)O (methyl (-)-2-(3-benzyloxy-5-fluorophenyl)-2-hydroxybutyrate), O (Water). The solvent is C(C)OCC (diethyl ether). Conditions: time 1 hour. The product is C(C1=CC=CC=C1)OC=1C=C(C=C(C1)F)C(CO)(CC)O ((-)-2-(3-benzyloxy-5-fluorophenyl)butane-1,2-diol). RXN SMILES: [H-].[Al+3].[Li+].[H-].[H-].[H-].[CH2:7]([O:14][C:15]1[CH:16]=[C:17]([C:22]([OH:29])([CH2:27][CH3:28])[C:23](OC)=[O:24])[CH:18]=[C:19]([F:21])[CH:20]=1)[C:8]1[CH:13]=[CH:12][CH:11]=[CH:10][CH:9]=1.O>C(OCC)C>[CH2:7]([O:14][C:15]1[CH:16]=[C:17]([C:22]([OH:29])([CH2:27][CH3:28])[CH2:23][OH:24])[CH:18]=[C:19]([F:21])[CH:20]=1)[C:8]1[CH:9]=[CH:10][CH:11]=[CH:12][CH:13]=1 |f:0.1.2.3.4.5|. Procedure details: Lithium aluminium hydride (0.345 g) was added to a solution of the ester so obtained in diethyl ether (70 ml) and the mixture was stirred at ambient temperature for 1 hour. Water (10 ml) was added dropwise and the mixture was filtered. The organic layer was dried (MgSO4) and evaporated to give (-)-2-(3-benzyloxy-5-fluorophenyl)butane-1,2-diol (2.2 g), as an oil. Reactants: C(=O)(OCC1C2=CC=CC=C2C2=CC=CC=C12)N(CC1=CC=CC=C1)CCOCCO (FmocN(Bn)CH2CH2OCH2CH2OH), CO (MeOH), C1=CC=C(C=C1)C(C2=CC=CC=C2)(C3=CC=CC=C3Cl)Cl (2-Chlorotrityl chloride resin), N1=CC=CC=C1 (pyridine). The solvent is C1CCOC1 (THF), C1CCOC1 (THF). Conditions: temperature 65 celsius, time 25 minute. Yields the product C(=O)(OCC1C2=CC=CC=C2C2=CC=CC=C12)N1CCCCC1 (Fmoc-piperidine). Reaction SMILES: C1C=CC(C(Cl)(C2C(Cl)=CC=CC=2)C2C=CC=CC=2)=CC=1.[C:22]([N:39]([CH2:47]COCCO)[CH2:40][C:41]1C=CC=[CH:43][CH:42]=1)([O:24][CH2:25][CH:26]1[C:38]2[C:33](=[CH:34][CH:35]=[CH:36][CH:37]=2)[C:32]2[C:27]1=[CH:28][CH:29]=[CH:30][CH:31]=2)=[O:23].N1C=CC=CC=1.CO>C1COCC1>[C:22]([N:39]1[CH2:40][CH2:41][CH2:42][CH2:43][CH2:47]1)([O:24][CH2:25][CH:26]1[C:27]2[C:32](=[CH:31][CH:30]=[CH:29][CH:28]=2)[C:33]2[C:38]1=[CH:37][CH:36]=[CH:35][CH:34]=2)=[O:23]. Procedure: THF (15 ml) was added to 2-Chlorotrityl chloride resin (4.0 g, 1.2 mmol/g) and the mixture was agitated for 25 min. FmocN(Bn)CH2CH2OCH2CH2OH (6.1 g, 14.7 mmol) in THF (25 ml) was added followed by pyridine (850 μl, 10.5 mmol) and the mixture was heated to 65° C. for 15 h. MeOH (5 ml) was added and heating was continued for 35 min. The resin was filtered, washed with DMF (3×), CH2Cl2 (3×). MeOH (3×) and Et2O (3×) to give 5.0 g. A small sample was dried carefully and deprotected with DCM/piperidin... Starting materials: N,N-methyltetraylbis[cyclohexanamine], NCCN1CC(CC1)NC1=NC=2C(=NC=CC2)N1CC=1OC(=CC1)C (N-[1-(2-aminoethyl)-3-pyrrolidinyl]-3-[(5-methyl-2-furanyl)methyl]-3H-imidazo-[4,5-b]pyridin-2-amine), C(=S)=S (carbon disulfide). Run in O1CCCC1 (tetrahydrofuran), O1CCCC1 (tetrahydrofuran). Conditions: time 10 minute. The product is N(=C=S)CCN1CC(CC1)NC1=NC=2C(=NC=CC2)N1CC=1OC(=CC1)C (N-[1-(2-isothiocyanatoethyl)-3-pyrrolidin-yl]-3-[(5-methyl-2-furanyl)methyl]-3H-imidazo[4,5-b]pyridin-2-amine), compound 171. Yield: 100.0%. Reaction SMILES: [C:1](=[S:3])=S.[NH2:4][CH2:5][CH2:6][N:7]1[CH2:11][CH2:10][CH:9]([NH:12][C:13]2[N:21]([CH2:22][C:23]3[O:24][C:25]([CH3:28])=[CH:26][CH:27]=3)[C:16]3=[N:17][CH:18]=[CH:19][CH:20]=[C:15]3[N:14]=2)[CH2:8]1>O1CCCC1>[N:4]([CH2:5][CH2:6][N:7]1[CH2:11][CH2:10][CH:9]([NH:12][C:13]2[N:21]([CH2:22][C:23]3[O:24][C:25]([CH3:28])=[CH:26][CH:27]=3)[C:16]3=[N:17][CH:18]=[CH:19][CH:20]=[C:15]3[N:14]=2)[CH2:8]1)=[C:1]=[S:3]. Procedure: To a stirred mixture of 4.2 parts of N,N-methyltetraylbis[cyclohexanamine] and 90 parts of tetrahydrofuran were added 10.6 parts of carbon disulfide. After stirring for 10 minutes, a solution of 6 parts of N-[1-(2-aminoethyl)-3-pyrrolidinyl]-3-[(5-methyl-2-furanyl)methyl]-3H-imidazo-[4,5-b]pyridin-2-amine in 36 parts of tetrahydrofuran was added dropwise to the thus obtained mixture (exothermic reaction, the temperature rose to 26° C.). Upon complete addition, stirring was continued for 30 minut... Reactants: C1(CC1)COC1=C(C=CC(=N1)C(=O)O)N1CC(C1)(F)F (6-cyclopropylmethoxy-5-(3,3-difluoro-azetidin-1-yl)-pyridine-2-carboxylic acid), NC(C(=O)NC)(C)C (2-amino-N,2-dimethyl-propanamide). The product is CC(C)(C(NC)=O)NC(=O)C1=NC(=C(C=C1)N1CC(C1)(F)F)OCC1CC1 (6-Cyclopropylmethoxy-5-(3,3-difluoro-azetidin-1-yl)-pyridine-2-carboxylic acid (1-methyl-1-methylcarbamoyl-ethyl)-amide). As a reaction SMILES: [CH:1]1([CH2:4][O:5][C:6]2[N:11]=[C:10]([C:12]([OH:14])=O)[CH:9]=[CH:8][C:7]=2[N:15]2[CH2:18][C:17]([F:20])([F:19])[CH2:16]2)[CH2:3][CH2:2]1.[NH2:21][C:22]([CH3:28])([CH3:27])[C:23]([NH:25][CH3:26])=[O:24]>>[CH3:27][C:22]([NH:21][C:12]([C:10]1[CH:9]=[CH:8][C:7]([N:15]2[CH2:18][C:17]([F:20])([F:19])[CH2:16]2)=[C:6]([O:5][CH2:4][CH:1]2[CH2:2][CH2:3]2)[N:11]=1)=[O:14])([C:23](=[O:24])[NH:25][CH3:26])[CH3:28]. Procedure details: The title compound was synthesized in analogy to Example 1, using 6-cyclopropylmethoxy-5-(3,3-difluoro-azetidin-1-yl)-pyridine-2-carboxylic acid (Example 69 b) and 2-amino-N,2-dimethyl-propanamide (CAN 106914-07-2) as starting materials, MS (EI): m/e=383.1 [M+H]+.